The task is: describe an organic reaction: reactants, conditions, products, and yield. This data is from the Open Reaction Database (ORD), a public repository of structured organic reaction records. Starting materials: CC(C)(C)OC(=O)N1CC2Cc3[nH]ncc3C(C1)N2S(=O)(=O)c1ccc(Cl)cc1, Cl, C1COCCO1. Product: O=S(=O)(c1ccc(Cl)cc1)N1C2CNCC1c1cn[nH]c1C2. RXN SMILES: [C:1]([O:2][C:3](=[O:4])[N:8]1[CH2:9][CH:10]2[CH2:11][c:12]3[nH:13][n:14][cH:15][c:16]3[CH:17]([CH2:18]1)[N:19]2[S:20](=[O:21])(=[O:22])[c:23]1[cH:24][cH:25][c:26]([Cl:29])[cH:27][cH:28]1)([CH3:5])([CH3:6])[CH3:7].[ClH:30].[O:31]1[CH2:32][CH2:33][O:34][CH2:35][CH2:36]1>>[NH:8]1[CH2:9][CH:10]2[CH2:11][c:12]3[nH:13][n:14][cH:15][c:16]3[CH:17]([CH2:18]1)[N:19]2[S:20](=[O:21])(=[O:22])[c:23]1[cH:24][cH:25][c:26]([Cl:29])[cH:27][cH:28]1. Reactants: C1(=CC=CC=C1)N=C=O (phenyl isocyanate), Cl.N[C@@H](C(=O)N1CCC(CC1)C1=CC=C(C=C1)Cl)C(C)C ((R)-2-amino-1-(4-(4-chlorophenyl)piperidin-1-yl)-3-methylbutan-1-one hydrochloride), O1CCOCC1 (1,4-dioxane). Run in CO (MeOH). Conditions: time 8 hour. Product: ClC1=CC=C(C=C1)C1CCN(CC1)C([C@@H](C(C)C)NC(=O)NC1=CC=CC=C1)=O ((R)-1-(1-(4-(4-Chlorophenyl)piperidin-1-yl)-3-methyl-1-oxobutan-2-yl)-3-phenylurea). RXN SMILES: [C:1]1([N:7]=[C:8]=[O:9])[CH:6]=[CH:5][CH:4]=[CH:3][CH:2]=1.Cl.[NH2:11][C@H:12]([CH:28]([CH3:30])[CH3:29])[C:13]([N:15]1[CH2:20][CH2:19][CH:18]([C:21]2[CH:26]=[CH:25][C:24]([Cl:27])=[CH:23][CH:22]=2)[CH2:17][CH2:16]1)=[O:14].O1CCOCC1>CO>[Cl:27][C:24]1[CH:25]=[CH:26][C:21]([CH:18]2[CH2:17][CH2:16][N:15]([C:13](=[O:14])[C@H:12]([NH:11][C:8]([NH:7][C:1]3[CH:6]=[CH:5][CH:4]=[CH:3][CH:2]=3)=[O:9])[CH:28]([CH3:30])[CH3:29])[CH2:20][CH2:19]2)=[CH:22][CH:23]=1 |f:1.2|. Reported procedure: A reaction tube was charged with phenyl isocyanate (12 mg), (R)-2-amino-1-(4-(4-chlorophenyl)piperidin-1-yl)-3-methylbutan-1-one hydrochloride (17 mg) and 1,4-dioxane (0.75 mL). The reaction mixture was shaken overnight at rt. After this time, the resulting solution was diluted with MeOH and purified by preparative LC-MS to provide Example 201. MS found: (M+H)+=429.